Dataset: the Open Reaction Database (ORD), a public repository of structured organic reaction records. Task: describe an organic reaction: reactants, conditions, products, and yield Reactants: CCOC(=O)C (EtOAc), IC=1C=C2C(=CC(=NC2=CC1)N1CCC(CC1)C)C (6-iodo-4-methyl-2-(4-methylpiperidin-1-yl)quinoline), ClC1=CC=C(C=C1)C=1C=CC(=NC1)C#C (5-(4-chlorophenyl)-2-ethynylpyridine), N1CCCCC1 (piperidine). Reagents/catalysts: [Cu]I (CuI). Run in O1CCOCC1 (1,4-dioxane). Reaction conditions: time 4 hour. The product is ClC1=CC=C(C=C1)C=1C=CC(=NC1)C#CC=1C=C2C(=CC(=NC2=CC1)N1CCC(CC1)C)C (6-[5-(4-chlorophenyl)pyridin-2-ylethynyl]-4-methyl-2-(4-methylpiperidin-1-yl)quinoline). Reaction SMILES: I[C:2]1[CH:3]=[C:4]2[C:9](=[CH:10][CH:11]=1)[N:8]=[C:7]([N:12]1[CH2:17][CH2:16][CH:15]([CH3:18])[CH2:14][CH2:13]1)[CH:6]=[C:5]2[CH3:19].[Cl:20][C:21]1[CH:26]=[CH:25][C:24]([C:27]2[CH:28]=[CH:29][C:30]([C:33]#[CH:34])=[N:31][CH:32]=2)=[CH:23][CH:22]=1.N1CCCCC1.CCOC(C)=O>O1CCOCC1.[Cu]I>[Cl:20][C:21]1[CH:22]=[CH:23][C:24]([C:27]2[CH:28]=[CH:29][C:30]([C:33]#[C:34][C:2]3[CH:3]=[C:4]4[C:9](=[CH:10][CH:11]=3)[N:8]=[C:7]([N:12]3[CH2:17][CH2:16][CH:15]([CH3:18])[CH2:14][CH2:13]3)[CH:6]=[C:5]4[CH3:19])=[N:31][CH:32]=2)=[CH:25][CH:26]=1. Procedure details: A solution of 293 mg (0.8 mmol) of 6-iodo-4-methyl-2-(4-methylpiperidin-1-yl)quinoline, 184 mg (0.8 mmol, 93% purity) 5-(4-chlorophenyl)-2-ethynylpyridine, and 158 μL (1.6 mmol) of piperidine in 4 mL of 1,4-dioxane is evacuated three times and gassed with argon. After the addition of 3 mg (0.016 mmol) of CuI and 13 mg (0.016 mmol) of PdCl2(dppf)-DCM complex, the reaction mixture is stirred for 4 hours at RT. It is combined with 10 mL of EtOAc, and the precipitate is filtered off, washed with a l... Reactants: Cc1ccccc1, CCOCC, O=Cc1cccc([N+](=O)[O-])c1Cl, [K+], [K+], O=C([O-])[O-], O, OB(O)c1ccccc1, c1ccc(P(c2ccccc2)(c2ccccc2)[Pd](P(c2ccccc2)(c2ccccc2)c2ccccc2)(P(c2ccccc2)(c2ccccc2)c2ccccc2)P(c2ccccc2)(c2ccccc2)c2ccccc2)cc1. Product: O=Cc1cccc([N+](=O)[O-])c1-c1ccccc1. As a reaction SMILES: [CH3:28][c:29]1[cH:30][cH:31][cH:32][cH:33][cH:34]1.[CH3:36][CH2:37][O:38][CH2:39][CH3:40].[Cl:1][c:2]1[c:3]([CH:4]=[O:5])[cH:6][cH:7][cH:8][c:9]1[N+:10](=[O:11])[O-:12].[K+:22].[K+:23].[O-:24][C:25]([O-:26])=[O:27].[OH2:35].[OH:13][B:14]([OH:15])[c:16]1[cH:17][cH:18][cH:19][cH:20][cH:21]1.[cH:41]1[cH:42][cH:43][c:44]([P:45]([Pd:46]([P:47]([c:48]2[cH:49][cH:50][cH:51][cH:52][cH:53]2)([c:54]2[cH:55][cH:56][cH:57][cH:58][cH:59]2)[c:60]2[cH:61][cH:62][cH:63][cH:64][cH:65]2)([P:66]([c:67]2[cH:68][cH:69][cH:70][cH:71][cH:72]2)([c:73]2[cH:74][cH:75][cH:76][cH:77][cH:78]2)[c:79]2[cH:80][cH:81][cH:82][cH:83][cH:84]2)[P:85]([c:86]2[cH:87][cH:88][cH:89][cH:90][cH:91]2)([c:92]2[cH:93][cH:94][cH:95][cH:96][cH:97]2)[c:98]2[cH:99][cH:100][cH:101][cH:102][cH:103]2)([c:104]2[cH:105][cH:106][cH:107][cH:108][cH:109]2)[c:110]2[cH:111][cH:112][cH:113][cH:114][cH:115]2)[cH:116][cH:117]1>>[c:2]1(-[c:16]2[cH:17][cH:18][cH:19][cH:20][cH:21]2)[c:3]([CH:4]=[O:5])[cH:6][cH:7][cH:8][c:9]1[N+:10](=[O:11])[O-:12]. Starting materials: C(C)(C)(C)OC([C@@H](N)CC(N[C@H]1[C@@H]([C@@H](OC(C)=O)[C@H](OC(C)=O)[C@H](O1)COC(C)=O)NC(C)=O)=O)=O (4-N-(2-Acetamido-2-deoxy-3,4,6-tri-O-acetyl-β-D-glucopyranosyl)-L-asparagine tert.-butyl ester), compound 7. Reagents/catalysts: [Pd] (Pd/C). Run in C(Cl)(Cl)Cl.CO (chloroform methanol). The product is C(C)(C)(C)OC([C@@H](N)CC(N[C@H]1[C@H](OC(C)=O)[C@@H](OC(C)=O)[C@H](OC(C)=O)[C@H](O1)COC(C)=O)=O)=O (4-N-(2,3,4,6-Tetra-O-acetyl-β-D-glucopyranosyl)-L-asparagine tert.-butyl ester). Reaction SMILES: [C:1]([O:5][C:6](=[O:36])[C@H:7]([CH2:9][C:10](=[O:35])[NH:11][C@@H:12]1[O:25][C@H:24]([CH2:26][O:27][C:28](=[O:30])[CH3:29])[C@@H:19]([O:20][C:21](=[O:23])[CH3:22])[C@H:14]([O:15][C:16](=[O:18])[CH3:17])[C@H:13]1NC(=O)C)[NH2:8])([CH3:4])([CH3:3])[CH3:2]>[Pd].C(Cl)(Cl)Cl.CO>[C:1]([O:5][C:6](=[O:36])[C@H:7]([CH2:9][C:10](=[O:35])[NH:11][C@@H:12]1[O:25][C@H:24]([CH2:26][O:27][C:28](=[O:30])[CH3:29])[C@@H:19]([O:20][C:21](=[O:23])[CH3:22])[C@H:14]([O:15][C:16](=[O:18])[CH3:17])[C@H:13]1[O:36][C:6](=[O:5])[CH3:7])[NH2:8])([CH3:2])([CH3:3])[CH3:4] |f:2.3|. Reported procedure: 4-N-(2-Acetamido-2-deoxy-3,4,6-tri-O-acetyl-β-D-glucopyranosyl)-L-asparagine tert.-butyl ester (Cornpound 11) The N-Z-protected compound 7 (2.2 g) was hydrogenated in the presence of Pd/C and worked up as described above. Yield: 1.63 g. TLC analysis: Rf=0.47 (chloroform/methanol 6:1 ) Isolated yield 91.2%. Reaction SMILES: C(O[C:4](=[NH:15])[CH2:5][S:6]([C:9]1[CH:14]=[CH:13][CH:12]=[CH:11][CH:10]=1)(=[O:8])=[O:7])C.[CH3:16][C:17]1[S:21][C:20]([C:22]([NH:24][NH2:25])=[O:23])=[CH:19][CH:18]=1>C(Cl)(Cl)Cl>[NH2:15][C:4](=[N:25][NH:24][C:22]([C:20]1[S:21][C:17]([CH3:16])=[CH:18][CH:19]=1)=[O:23])[CH2:5][S:6]([C:9]1[CH:14]=[CH:13][CH:12]=[CH:11][CH:10]=1)(=[O:8])=[O:7]. The product is NC(CS(=O)(=O)C1=CC=CC=C1)=NNC(=O)C=1SC(=CC1)C (5-methyl-thiophen-2-carboxylic acid (1-amino-2-benzenesulfonyl-ethylidene)-hydrazide). The solvent is C(Cl)(Cl)Cl (chloroform). Starting materials: C(C)OC(CS(=O)(=O)C1=CC=CC=C1)=N (2-(phenylsulfonyl)-ethanimidic acid ethyl ester), CC1=CC=C(S1)C(=O)NN (5-methyl-thiophen-2-carboxylic acid hydrazide). Procedure details: 1.75 g (0.0077 Mol) of 2-(phenylsulfonyl)-ethanimidic acid ethyl ester was stirred together with 1.2 g (0.0077 mol) 5-methyl-thiophen-2-carboxylic acid hydrazide in 14 ml chloroform for 24 hours at 50° C. The resulting precipitate was filtered off and dried. 2.37 g of 5-methyl-thiophen-2-carboxylic acid (1-amino-2-benzenesulfonyl-ethylidene)-hydrazide was obtained as off-white crystals. Mp.: 222° C. (dec.). Reaction SMILES: Br[C:2]1[CH:7]=[CH:6][C:5]([CH:8]([CH3:26])[C:9]([C:15]2[CH:16]=[CH:17][C:18]3[O:22][C:21](=[O:23])[N:20]([CH3:24])[C:19]=3[CH:25]=2)([OH:14])[C:10]([F:13])([F:12])[F:11])=[C:4]([Cl:27])[CH:3]=1.[CH3:28][O:29][C:30]1[CH:31]=[C:32](B(O)O)[CH:33]=[CH:34][C:35]=1[C:36]([O:38][CH3:39])=[O:37]>>[CH3:39][O:38][C:36]([C:35]1[CH:34]=[CH:33][C:32]([C:2]2[CH:7]=[CH:6][C:5]([CH:8]([CH3:26])[C:9]([OH:14])([C:15]3[CH:16]=[CH:17][C:18]4[O:22][C:21](=[O:23])[N:20]([CH3:24])[C:19]=4[CH:25]=3)[C:10]([F:11])([F:13])[F:12])=[C:4]([Cl:27])[CH:3]=2)=[CH:31][C:30]=1[O:29][CH3:28])=[O:37]. Product: COC(=O)C1=C(C=C(C=C1)C1=CC(=C(C=C1)C(C(C(F)(F)F)(C=1C=CC2=C(N(C(O2)=O)C)C1)O)C)Cl)OC (3′-Chloro-3-methoxy-4′-[3,3,3-trifluoro-2-hydroxy-1-methyl-2-(3-methyl-2-oxo-2,3-dihydro-benzooxazol-5-yl)-propyl]-biphenyl-4-carboxylic acid methyl ester). Procedure: The title compound was prepared in analogy to Example 117 from 5-[2-(4-bromo-2-chloro-phenyl)-1-hydroxy-1-trifluoromethyl-propyl]-3-methyl-3H-benzooxazol-2-one (obtained in Example 116, step 8) by Suzuki coupling with 3-methoxy-4-methoxycarbonylphenylboronic acid [CAS Reg. No. 603122-41-4]. MS (m/e)=550.3 [M+H+]. Reactants: BrC1=CC(=C(C=C1)C(C(C(F)(F)F)(O)C=1C=CC2=C(N(C(O2)=O)C)C1)C)Cl (5-[2-(4-Bromo-2-chloro-phenyl)-1-hydroxy-1-trifluoromethyl-propyl]-3-methyl-3H-benzooxazol-2-one), COC=1C=C(C=CC1C(=O)OC)B(O)O (3-methoxy-4-methoxycarbonylphenylboronic acid). Starting materials: O=C([O-])O, COc1ccc(CSC2CC(C(=O)N(C)C)N(C(=O)OC(C)(C)C)C2)cc1, CCOC(C)=O, Cl, [Na+], C1COCCO1. Product: COc1ccc(CSC2CNC(C(=O)N(C)C)C2)cc1. RXN SMILES: [C:35](=[O:36])([OH:37])[O-:38].[C:8]([O:9][C:10](=[O:11])[N:15]1[CH:16]([C:30]([N:31]([CH3:32])[CH3:33])=[O:34])[CH2:17][CH:18]([S:20][CH2:21][c:22]2[cH:23][cH:24][c:25]([O:28][CH3:29])[cH:26][cH:27]2)[CH2:19]1)([CH3:12])([CH3:13])[CH3:14].[CH3:40][CH2:41][O:42][C:43](=[O:44])[CH3:45].[ClH:7].[Na+:39].[O:1]1[CH2:2][CH2:3][O:4][CH2:5][CH2:6]1>>[NH:15]1[CH:16]([C:30]([N:31]([CH3:32])[CH3:33])=[O:34])[CH2:17][CH:18]([S:20][CH2:21][c:22]2[cH:23][cH:24][c:25]([O:28][CH3:29])[cH:26][cH:27]2)[CH2:19]1. Reactants: C(CCC)[Li] (n-Butyl lithium), ClC=1C=CC=2OCCC3=C(C2N1)SC(=C3)Br (2-chloro-6,7-dihydro-9-bromopyrido[3,2-b]thieno[2,3-d]oxepine), [Cl-].[NH4+] (ammonium chloride), C(C)(C)OB(OC(C)C)OC(C)C (triisopropylborate). Run in CCCCCC (hexane), O1CCCC1 (tetrahydrofuran), O (water). Conditions: time 10 minute. Product: ClC=1C=CC=2OCCC3=C(C2N1)SC(=C3)B(O)O (2-Chloro-6,7-dihydro-pyrido[3,2-b]thieno[2,3-d]oxepine-9-boronic acid). Reaction SMILES: C([Li])CCC.[Cl:6][C:7]1[CH:8]=[CH:9][C:10]2[O:11][CH2:12][CH2:13][C:14]3[CH:20]=[C:19](Br)[S:18][C:15]=3[C:16]=2[N:17]=1.C([O:25][B:26](OC(C)C)[O:27]C(C)C)(C)C.[Cl-].[NH4+]>CCCCCC.O1CCCC1.O>[Cl:6][C:7]1[CH:8]=[CH:9][C:10]2[O:11][CH2:12][CH2:13][C:14]3[CH:20]=[C:19]([B:26]([OH:27])[OH:25])[S:18][C:15]=3[C:16]=2[N:17]=1 |f:3.4|. Reported procedure: 4.77 ml (12 mmol) of 2.5 M n-Butyl lithium in hexane was added dropwise to a solution of 3166 mg (10.0 mmol) of 2-chloro-6,7-dihydro-9-bromopyrido[3,2-b]thieno[2,3-d]oxepine in 100 ml of tetrahydrofuran at −76° C. After stirring for 10 min, 3.21 ml (14.0 mmol) of triisopropylborate was added. The mixture was kept at −76° C. for 20 min, then 10 ml of saturated aqueous ammonium chloride were added and the mixture was mixed with 360 ml of water. The product was extracted with 150 ml of ethyl acetat... The reactants are intermediate B1, C1(CCCCCC1)NC1=CC=CC=2N1N=C(N2)N (N5-cycloheptyl[1,2,4]triazolo[1,5-a]pyridine-2,5-diamine), O1CCC(CC1)C(=O)Cl (tetrahydro-2H-pyran-4-carbonyl chloride). The product is C1(CCCCCC1)NC1=CC=CC=2N1N=C(N2)NC(=O)C2CCOCC2 (N-[5-(cycloheptylamino)[1,2,4]triazolo[1,5-a]pyridin-2-yl]tetrahydro-2H-pyran-4-carboxamide). RXN SMILES: [CH:1]1([NH:8][C:9]2[N:14]3[N:15]=[C:16]([NH2:18])[N:17]=[C:13]3[CH:12]=[CH:11][CH:10]=2)[CH2:7][CH2:6][CH2:5][CH2:4][CH2:3][CH2:2]1.[O:19]1[CH2:24][CH2:23][CH:22]([C:25](Cl)=[O:26])[CH2:21][CH2:20]1>>[CH:1]1([NH:8][C:9]2[N:14]3[N:15]=[C:16]([NH:18][C:25]([CH:22]4[CH2:23][CH2:24][O:19][CH2:20][CH2:21]4)=[O:26])[N:17]=[C:13]3[CH:12]=[CH:11][CH:10]=2)[CH2:2][CH2:3][CH2:4][CH2:5][CH2:6][CH2:7]1. Reported procedure: The title compound was prepared following procedure described for intermediate B1, but starting from N5-cycloheptyl[1,2,4]triazolo[1,5-a]pyridine-2,5-diamine ((A10), 50 mg; 0.20 mmol; 1.0 eq.) and tetrahydro-2H-pyran-4-carbonyl chloride (45 mg; 0.30 mmol; 1.5 eq.) as a white solid (33 mg, 46%). HPLC, Rt: 3.02 min. (purity 96.9%). LC/MS, M+(ESI): 358.0, M−(ESI): 356.0. The reactants are ClC1=CC=C(C(=N1)CO)I ((6-chloro-3-iodo-pyridin-2-yl)-methanol), S(=O)(Cl)Cl (thionyl chloride). The solvent is C(Cl)Cl (DCM). Conditions: time 16 hour. Yields the product ClC1=CC=C(C(=N1)CCl)I (6-Chloro-2-chloromethyl-3-iodo-pyridine). As a reaction SMILES: [Cl:1][C:2]1[N:7]=[C:6]([CH2:8]O)[C:5]([I:10])=[CH:4][CH:3]=1.S(Cl)([Cl:13])=O>C(Cl)Cl>[Cl:1][C:2]1[N:7]=[C:6]([CH2:8][Cl:13])[C:5]([I:10])=[CH:4][CH:3]=1. Procedure details: To a stirred solution of (6-chloro-3-iodo-pyridin-2-yl)-methanol (2.5 g, 9.3 mmol, 1 eq) in DCM (25 mL) was added thionyl chloride (0.68 mL, 9.3 mmol, 1 eq) in drop wise manner at 0° C. under nitrogen atmosphere. Resulting reaction mixture was stirred at room temperature for 16 hours. After complete consumption of starting material, reaction mixture was cooled to 0° C. and quenched by aqueous sodium bicarbonate (25 mL), extracted with DCM (3×70 mL). Combined organic phase was dried over anhydrou... Reactants: COC1=CC=C(C=C1)C(CC#N)(C)C (3-(4-Methoxyphenyl)-3-methylbutyronitrile), C(#N)C1(CC1)C=1C=CC(=C(C=O)C1)OC (5-(1-Cyanocyclopropyl)-2-methoxybenzaldehyde). Yields the product C(#N)CC(C)(C)C=1C=CC(=C(C=O)C1)OC (5-(2-Cyano-1,1-dimethylethyl)-2-methoxybenzaldehyde). RXN SMILES: [CH3:1][O:2][C:3]1[CH:8]=[CH:7][C:6]([C:9]([CH3:14])([CH3:13])[CH2:10][C:11]#[N:12])=[CH:5][CH:4]=1.C(C1(C2C=CC(OC)=C(C=2)[CH:25]=[O:26])CC1)#N>>[C:11]([CH2:10][C:9]([C:6]1[CH:5]=[CH:4][C:3]([O:2][CH3:1])=[C:8]([CH:7]=1)[CH:25]=[O:26])([CH3:14])[CH3:13])#[N:12]. Reported procedure: This compound was prepared from Compound 46 in the same manner of Compound 2.